Task: describe an organic reaction: reactants, conditions, products, and yield. Dataset: the Open Reaction Database (ORD), a public repository of structured organic reaction records Reactants: C(C)(C)N (Isopropyl amine), Cl.CN(CCCN=C=NCC)C (1-(3-dimethylaminopropyl)-3-ethylcarbodiimide hydrochloride), O.ON1N=NC2=C1C=CC=C2 (1-hydroxybenzotriazole hydrate), C(C1=CC=CC=C1)OC(=O)N(CC(=O)O)CC1=NC(=CC=C1)Br (N-[(Benzyloxy)carbonyl]-N-[(6-bromopyridin-2-yl)methyl]glycine). The solvent is CN(C)C=O (DMF), C(C)(=O)OCC (ethyl acetate). Reaction conditions: time 8 hour. Yields the product C(C1=CC=CC=C1)OC(N(CC(=O)NC(C)C)CC1=NC(=CC=C1)Br)=O (Benzyl[(6-bromopyridin-2-yl)methyl][2-(isopropylamino)-2-oxoethyl]carbamate). As a reaction SMILES: [CH2:1]([O:8][C:9]([N:11]([CH2:16][C:17]1[CH:22]=[CH:21][CH:20]=[C:19]([Br:23])[N:18]=1)[CH2:12][C:13]([OH:15])=O)=[O:10])[C:2]1[CH:7]=[CH:6][CH:5]=[CH:4][CH:3]=1.Cl.CN(C)CCCN=C=NCC.O.O[N:38]1[C:42]2[CH:43]=CC=C[C:41]=2N=N1.C(N)(C)C>CN(C=O)C.C(OCC)(=O)C>[CH2:1]([O:8][C:9](=[O:10])[N:11]([CH2:16][C:17]1[CH:22]=[CH:21][CH:20]=[C:19]([Br:23])[N:18]=1)[CH2:12][C:13]([NH:38][CH:42]([CH3:43])[CH3:41])=[O:15])[C:2]1[CH:3]=[CH:4][CH:5]=[CH:6][CH:7]=1 |f:1.2,3.4|. Procedure details: N-[(Benzyloxy)carbonyl]-N-[(6-bromopyridin-2-yl)methyl]glycine (0.16 g, 0.42 mmol) was dissolved in DMF (2.1 mL) and 1-(3-dimethylaminopropyl)-3-ethylcarbodiimide hydrochloride (0.081 g, 0.42 mmol) and 1-hydroxybenzotriazole hydrate (0.066 g, 0.43 mmol) were added. Isopropyl amine (0.025 g, 0.42 mmol) was added and the reaction was stirred overnight. The reaction was diluted with ethyl acetate, washed with water, dried over magnesium sulfate, filtered and concentrated. The crude residue was puri... Reactants: C1(CCCCC1)C[C@@H]1N(C(O[C@H]1[C@H](O)C1CC1)(C)C)C(=O)OC(C)(C)C (tert-butyl (4S,5R)-4-(cyclohexylmethyl)-5-[(R)-cyclopropylhydroxymethyl)-2,2-dimethyl-3-oxazolidinecarboxylate), CC(=O)OI1(C2=CC=CC=C2C(=O)O1)(OC(=O)C)OC(=O)C (1,1-dihydro-1,1,1-triacetoxy-1,2-benziodoxol-3(1H)-one), CCOCC (ether), [OH-].[Na+] (sodium hydroxide). Solvent: C(Cl)Cl (methylene chloride). Reaction conditions: time 3 hour. Yields the product C1(CCCCC1)C[C@@H]1N(C(O[C@H]1C(=O)C1CC1)(C)C)C(=O)OC(C)(C)C (tert-butyl (4S,5R)-4-(cyclohexylmethyl)-5-(cyclopropylcarbonyl)-2,2-dimethyl-3-oxazolidinecarboxylate). Isolated yield 80.5%. As a reaction SMILES: [CH:1]1([CH2:7][C@H:8]2[C@H:12]([C@@H:13]([CH:15]3[CH2:17][CH2:16]3)[OH:14])[O:11][C:10]([CH3:19])([CH3:18])[N:9]2[C:20]([O:22][C:23]([CH3:26])([CH3:25])[CH3:24])=[O:21])[CH2:6][CH2:5][CH2:4][CH2:3][CH2:2]1.CC(OI1(OC(C)=O)(OC(C)=O)OC(=O)C2C1=CC=CC=2)=O.CCOCC.[OH-].[Na+]>C(Cl)Cl>[CH:1]1([CH2:7][C@H:8]2[C@H:12]([C:13]([CH:15]3[CH2:16][CH2:17]3)=[O:14])[O:11][C:10]([CH3:19])([CH3:18])[N:9]2[C:20]([O:22][C:23]([CH3:26])([CH3:25])[CH3:24])=[O:21])[CH2:2][CH2:3][CH2:4][CH2:5][CH2:6]1 |f:3.4|. Procedure: A mixture of 500 mg (1.36 mmol) of tert-butyl (4S,5R)-4-(cyclohexylmethyl)-5-[(R)-cyclopropylhydroxymethyl)-2,2-dimethyl-3-oxazolidinecarboxylate and 750 mg (1.77 mmol) of 1,1-dihydro-1,1,1-triacetoxy-1,2-benziodoxol-3(1H)-one in 10 ml of methylene chloride is stirred at room temperature for 3 hours. Thereafter, 50 ml of ether and 20 ml of 2N sodium hydroxide solution are added and the mixture is stirred at room temperature for 1 hour. The organic phase is separated, washed with 20 ml of 2N sodi...